Dataset: the Open Reaction Database (ORD), a public repository of structured organic reaction records. Task: describe an organic reaction: reactants, conditions, products, and yield Reactants: C([O-])([O-])=O.[Na+].[Na+] (sodium carbonate), ClCCl (dichloromethane), ClC=1C=C2C(=CNC2=CC1)CCNC(C1=CC=C(C=C1)CCl)=O (N-(2-(5-chloro-1H-indol-3-yl)ethyl)-4-(chloromethyl)benzamide), FC1=C(C=CC=C1F)B(O)O (2,3-difluorophenylboronic acid), [I-].[Na+] (sodium iodide). The reagents and catalysts are C1=CC=C(C=C1)P([C-]2C=CC=C2)C3=CC=CC=C3.C1=CC=C(C=C1)P([C-]2C=CC=C2)C3=CC=CC=C3.Cl[Pd]Cl.[Fe+2] ([1,1′-bis(diphenylphosphino)ferrocene]palladium(II) chloride). Solvent: O (water), C(OC)COC (dimethoxyethane). Product: eluent, ClC=1C=C2C(=CNC2=CC1)CCNC(C1=CC=C(C=C1)CC1=C(C(=CC=C1)F)F)=O (N-(2-(5-Chloro-1H-indol-3-yl)ethyl)-4-(2,3-difluorobenzyl)benzamide). Isolated yield 48.1%. Reaction SMILES: [Cl:1][C:2]1[CH:3]=[C:4]2[C:8](=[CH:9][CH:10]=1)[NH:7][CH:6]=[C:5]2[CH2:11][CH2:12][NH:13][C:14](=[O:23])[C:15]1[CH:20]=[CH:19][C:18]([CH2:21]Cl)=[CH:17][CH:16]=1.[F:24][C:25]1[C:30]([F:31])=[CH:29][CH:28]=[CH:27][C:26]=1B(O)O.ClCCl.C(=O)([O-])[O-].[Na+].[Na+].[I-].[Na+]>C(COC)OC.O.C1C=CC(P(C2C=CC=CC=2)[C-]2C=CC=C2)=CC=1.C1C=CC(P(C2C=CC=CC=2)[C-]2C=CC=C2)=CC=1.Cl[Pd]Cl.[Fe+2]>[Cl:1][C:2]1[CH:3]=[C:4]2[C:8](=[CH:9][CH:10]=1)[NH:7][CH:6]=[C:5]2[CH2:11][CH2:12][NH:13][C:14](=[O:23])[C:15]1[CH:20]=[CH:19][C:18]([CH2:21][C:29]2[CH:28]=[CH:27][CH:26]=[C:25]([F:24])[C:30]=2[F:31])=[CH:17][CH:16]=1 |f:3.4.5,6.7,10.11.12.13|. Reported procedure: N-(2-(5-Chloro-1H-indol-3-yl)ethyl)-4-(2,3-difluorobenzyl)benzamide was prepared according to method B with N-(2-(5-chloro-1H-indol-3-yl)ethyl)-4-(chloromethyl)benzamide (0.080 g; 0.230 mmol), 2,3-difluorophenylboronic acid (0.041 g; 0.242 mmol), [1,1′-bis(diphenylphosphino)ferrocene]palladium(II) chloride, complex with dichloromethane (0.019 g; 0.023 mmol), sodium carbonate (0.048 g; 0.460 mmol), sodium iodide (0.069 g; 0.460 mmol), in dimethoxyethane (3 mL) and water (1 mL), irradiated in a mi... Reactants: [Si](C)(C)(C(C)(C)C)O[C@H](C(=O)OCC)C ((S)-(−)-ethyl 2-(tert-butyldimethylsilyloxy)propanoate), [Li+].[OH-] (LiOH). Solvent: C1CCOC1 (THF). Conditions: time 5 hour. Product: [Si](C)(C)(C(C)(C)C)O[C@H](C(=O)O)C ((S)-(−)-2-(tert-butyldimethylsilyloxy)propanoic acid). Isolated yield 79.1%. Reaction SMILES: [Si:1]([O:8][C@@H:9]([CH3:15])[C:10]([O:12]CC)=[O:11])([C:4]([CH3:7])([CH3:6])[CH3:5])([CH3:3])[CH3:2].[Li+].[OH-]>C1COCC1>[Si:1]([O:8][C@@H:9]([CH3:15])[C:10]([OH:12])=[O:11])([C:4]([CH3:7])([CH3:6])[CH3:5])([CH3:3])[CH3:2] |f:1.2|. Procedure details: To a solution of (S)-(−)-ethyl 2-(tert-butyldimethylsilyloxy)propanoate (10.0 g, 43.04 mmol) in THF (430 mL) at 0° C. was added an aqueous LiOH solution (0.2 M, 430 mL). After stirring at room temperature for 5 hr, the reaction mixture was concentrated to 50% of the original volume and extracted with petroleum ether (2×80 mL). The ether extracts were combined and extracted with a saturated aqueous NaHCO3 solution (80 mL). The aqueous layers were combined and acidified to pH 3 to 4 with an aqueou... Product: FC=1C(=CC(=C(C1)C1CCC(CC1)=O)C)NC1=NC=C(C(=N1)NC1=NNC(=C1)C)C(F)(F)F (4-(5-fluoro-2-methyl-4-(4-(5-methyl-1H-pyrazol-3-ylamino)-5-(trifluoromethyl)pyrimidin-2-ylamino)phenyl)cyclohexanone). Run at temperature 125 celsius. Reaction SMILES: [F:1][C:2]1[CH:8]=[C:7]([CH:9]2[CH2:18][CH2:17][C:12]3([O:16]CCO3)[CH2:11][CH2:10]2)[C:6]([CH3:19])=[CH:5][C:3]=1[NH2:4].Cl[C:21]1[N:26]=[C:25]([NH:27][C:28]2[CH:32]=[C:31]([CH3:33])[NH:30][N:29]=2)[C:24]([C:34]([F:37])([F:36])[F:35])=[CH:23][N:22]=1.Cl.CO>CC(O)C>[F:1][C:2]1[C:3]([NH:4][C:21]2[N:26]=[C:25]([NH:27][C:28]3[CH:32]=[C:31]([CH3:33])[NH:30][N:29]=3)[C:24]([C:34]([F:35])([F:37])[F:36])=[CH:23][N:22]=2)=[CH:5][C:6]([CH3:19])=[C:7]([CH:9]2[CH2:10][CH2:11][C:12](=[O:16])[CH2:17][CH2:18]2)[CH:8]=1. Run in CC(C)O (i-PrOH). Procedure: A mixture of 2-fluoro-5-methyl-4-(1,4-dioxaspiro[4.5]decan-8-yl)aniline (318.6 mg, 1.2 mmol), 2-chloro-N-(5-methyl-1H-pyrazol-3-yl)-5-(trifluoromethyl)pyrimidin-4-amine (333.0 mg, 1.2 mmol) and HCl (4 N in water, 0.3 mL, 1.2 mmol) in i-PrOH (4.0 mL) was heated at 125° C. in an oil bath overnight. The reaction mixture was concentrated in vacuo. The resulting crude mixture was dissolved in THF (4 mL), MeOH (2 mL) and HCl (4N in water, 0.3 mL, 1.2 mmol), and stirred at room temperature for an addit... Starting materials: FC1=C(N)C=C(C(=C1)C1CCC2(OCCO2)CC1)C (2-fluoro-5-methyl-4-(1,4-dioxaspiro[4.5]decan-8-yl)aniline), ClC1=NC=C(C(=N1)NC1=NNC(=C1)C)C(F)(F)F (2-chloro-N-(5-methyl-1H-pyrazol-3-yl)-5-(trifluoromethyl)pyrimidin-4-amine), Cl (HCl), CO (MeOH), Cl (HCl).